This data is from the Open Reaction Database (ORD), a public repository of structured organic reaction records. The task is: describe an organic reaction: reactants, conditions, products, and yield Reactants: C1(=CC=CC=C1)S(=O)(=O)NC(=O)C=1C=CC(=NC1)N(CC)CC1=C(C=CC(=C1)Br)OCC(=C)C (N-Benzenesulphonyl-2-[N-(5-bromo-2-(2-methylprop-2-en-1-yloxy)benzyl)-N-ethylamino]pyridine-5-carboxamide), C(C)N (ethylamine). Run in CO (methanol). Run at time 8 hour. The product is C(C)NC1=CC=C(N=N1)C(=O)N (6-(ethylamino)pyridazine-3-carboxamide). As a reaction SMILES: C1(S([NH:10][C:11]([C:13]2[CH:14]=[CH:15][C:16]([N:19](CC3C=C(Br)C=CC=3OCC(C)=C)[CH2:20][CH3:21])=[N:17]C=2)=[O:12])(=O)=O)C=CC=CC=1.C([NH2:37])C>CO>[CH2:20]([NH:19][C:16]1[N:17]=[N:37][C:13]([C:11]([NH2:10])=[O:12])=[CH:14][CH:15]=1)[CH3:21]. Procedure: A suspension of 6-chloropyridazine-3-carboxamide (reference example 13, paragraphs 1 to 3) (28.5 g, 0.18 mol) in methanol (200 ml) was treated with aqueous ethylamine (70% solution, 77 ml). The reaction was heated at reflux for 31/2 hours. The reaction was allowed to cool to ambient temperature and stand overnight. The precipitate was filtered and washed with a small volume of water and dried to give 6-(ethylamino)pyridazine-3-carboxamide as pink solid (8.9 g). [The filtrates were evaporated to ... Reactants: COC=1C=C(C=CC1)CC(CC(=O)OCC)(O)C1=CC=CC=C1 (ethyl 4-(m-methoxyphenyl)-3-phenyl-3-hydroxybutyrate). Reagents/catalysts: [Pd] (palladium/carbon). The solvent is C(C)(=O)O (acetic acid). Run at time 24 hour. The product is COC=1C=C(C=CC1)CC(CC(=O)OCC)C1=CC=CC=C1 (Ethyl 4-(m-methoxyphenyl)-3-phenylbutyrate). Yield: 45.3%. RXN SMILES: [CH3:1][O:2][C:3]1[CH:4]=[C:5]([CH2:9][C:10]([C:18]2[CH:23]=[CH:22][CH:21]=[CH:20][CH:19]=2)(O)[CH2:11][C:12]([O:14][CH2:15][CH3:16])=[O:13])[CH:6]=[CH:7][CH:8]=1>C(O)(=O)C.[Pd]>[CH3:1][O:2][C:3]1[CH:4]=[C:5]([CH2:9][CH:10]([C:18]2[CH:19]=[CH:20][CH:21]=[CH:22][CH:23]=2)[CH2:11][C:12]([O:14][CH2:15][CH3:16])=[O:13])[CH:6]=[CH:7][CH:8]=1. Procedure details: A mixture of ethyl 4-(m-methoxyphenyl)-3-phenyl-3-hydroxybutyrate (4.39 g, 13.98 mmol), palladium/carbon (10%, 2.5 g) hydrochloric acid (1.2 mL) in acetic acid (150 mL) was subjected to hydrogenation (50 psi) for 24 hours. The catalyst was filtered, and the filtrate was concentrated to afford the desired product (1.89 g; 45% yield). 1H NMR was consistent with the desired product. Starting materials: BrC=1C=C2C(C(NC2=CC1)=O)=O (5-bromoisatin), O (water), NC1=C(NC)C=CC(=C1)C (2-amino N-methyl-p-toluidine), Br (hydrogen bromide). The solvent is C(C)(=O)O (acetic acid). Conditions: time 2 hour. The product is CC=1C=C2N=C3C(=NC2=CC1)NC=1C=CC(=CC13)Br (2-methyl-9-bromo-6H-indolo(2,3-b)quinoxaline). As a reaction SMILES: [Br:1][C:2]1[CH:3]=[C:4]2[C:8](=[CH:9][CH:10]=1)[NH:7][C:6](=O)[C:5]2=O.[NH2:13][C:14]1[CH:21]=[C:20]([CH3:22])[CH:19]=[CH:18][C:15]=1[NH:16]C.Br.O>C(O)(=O)C>[CH3:22][C:20]1[CH:21]=[C:14]2[C:15](=[CH:18][CH:19]=1)[N:16]=[C:6]1[NH:7][C:8]3[CH:9]=[CH:10][C:2]([Br:1])=[CH:3][C:4]=3[C:5]1=[N:13]2. Procedure: A solution of 2.26 g 5-bromoisatin (0.01 mole) and 1.36 g 2-amino N-methyl-p-toluidine (0.01 mole) in 15 ml acetic acid is boiled with reflux for 45 minutes. Finally hydrogen bromide is introduced and the mixture is boiled for further 2 hours. After cooling it is poured into water. The dried reaction product is recrystallized from acetic acid. Starting materials: CC#N, O=Cc1ccco1, CC(C)c1ccc(N)cc1, Cl, O=N[O-], [Na+], O. Yields the product CC(C)c1ccc(-c2ccc(C=O)o2)cc1. As a reaction SMILES: [CH3:24][C:25]#[N:26].[CH:16]([c:17]1[cH:18][cH:19][cH:20][o:21]1)=[O:22].[CH:1]([CH3:2])([CH3:3])[c:4]1[cH:5][cH:6][c:7]([NH2:8])[cH:9][cH:10]1.[ClH:11].[N:12]([O-:13])=[O:14].[Na+:15].[OH2:23]>>[CH:1]([CH3:2])([CH3:3])[c:4]1[cH:5][cH:6][c:7](-[c:20]2[cH:19][cH:18][c:17]([CH:16]=[O:22])[o:21]2)[cH:9][cH:10]1. The reactants are C(C1=CC=CC=C1)N1CCC(CC1)NC(=O)C=1C(=CC=CC1)C1=CC=C(C=C1)C(F)(F)F (1-benzyl-4-(4′-trifluoromethylbiphenyl-2-carbonylamino)piperidine). Reagents/catalysts: [OH-].[Pd+2].[OH-] (palladium hydroxide), [OH-].[Pd+2].[OH-] (palladium hydroxide). The solvent is O1C(CCC1)CO (tetrahydrofuran-methanol). Conditions: time 1 day. Product: N (ammonia), FC(C1=CC=C(C=C1)C=1C(=CC=CC1)C(=O)NC1CCNCC1)(F)F (4-(4′-Trifluoromethylbiphenyl-2-carbonylamino)piperidine). Isolated yield 176.4%. Reaction SMILES: C([N:8]1[CH2:13][CH2:12][CH:11]([NH:14][C:15]([C:17]2[C:18]([C:23]3[CH:28]=[CH:27][C:26]([C:29]([F:32])([F:31])[F:30])=[CH:25][CH:24]=3)=[CH:19][CH:20]=[CH:21][CH:22]=2)=[O:16])[CH2:10][CH2:9]1)C1C=CC=CC=1>O1CCCC1CO.[OH-].[Pd+2].[OH-]>[NH3:8].[F:32][C:29]([F:30])([F:31])[C:26]1[CH:25]=[CH:24][C:23]([C:18]2[C:17]([C:15]([NH:14][CH:11]3[CH2:10][CH2:9][NH:8][CH2:13][CH2:12]3)=[O:16])=[CH:22][CH:21]=[CH:20][CH:19]=2)=[CH:28][CH:27]=1 |f:2.3.4|. Procedure details: To a solution of the 1-benzyl-4-(4′-trifluoromethylbiphenyl-2-carbonylamino)piperidine (1.47 g) obtained in Example 8a) in tetrahydrofuran-methanol (1:1; 50 mL) was added palladium hydroxide (300 mg) in a stream of argon under ice-cooling. The mixture was stirred for one day at normal pressure under hydrogen atmosphere, and further stirred for one day at normal pressure under hydrogen atmosphere after further addition of palladium hydroxide (300 mg). The reaction mixture was filtered through a C... The reactants are C(O)([O-])=O.[Na+] (sodium hydrogencarbonate), NC=1C=C(C(=O)OC(C)(C)C)C=CC1 (tert-butyl 3-aminobenzoate), C(C)(=O)O[BH-](OC(C)=O)OC(C)=O.[Na+] (sodium triacetoxyborohydride), C1(=C(C=CC=C1)NC(OC1CCN(CC1)CCN(C(CCCCC=O)=O)C)=O)C1=CC=CC=C1 (1-{2-[Methyl(6-oxohexanoyl)amino]ethyl}piperidin-4-yl biphenyl-2-ylcarbamate). Solvent: C(C)O (ethanol), C(C)(=O)OCC (ethyl acetate). Reaction conditions: time 16 hour. Yields the product C1(=C(C=CC=C1)NC(=O)OC1CCN(CC1)CCN(C(CCCCCNC=1C=C(C(=O)OC(C)(C)C)C=CC1)=O)C)C1=CC=CC=C1 (tert-Butyl 3-({6-[(2-{4-[(biphenyl-2-ylcarbamoyl)oxy]piperidin-1-yl}ethyl)(methyl)amino]-6-oxohexyl}amino)benzoate). Isolated yield 57.9%. Reaction SMILES: [C:1]1([C:29]2[CH:34]=[CH:33][CH:32]=[CH:31][CH:30]=2)[CH:6]=[CH:5][CH:4]=[CH:3][C:2]=1[NH:7][C:8](=[O:28])[O:9][CH:10]1[CH2:15][CH2:14][N:13]([CH2:16][CH2:17][N:18]([CH3:27])[C:19](=[O:26])[CH2:20][CH2:21][CH2:22][CH2:23][CH:24]=O)[CH2:12][CH2:11]1.[NH2:35][C:36]1[CH:37]=[C:38]([CH:46]=[CH:47][CH:48]=1)[C:39]([O:41][C:42]([CH3:45])([CH3:44])[CH3:43])=[O:40].C(O[BH-](OC(=O)C)OC(=O)C)(=O)C.[Na+].C(=O)([O-])O.[Na+]>C(O)C.C(OCC)(=O)C>[C:1]1([C:29]2[CH:30]=[CH:31][CH:32]=[CH:33][CH:34]=2)[CH:6]=[CH:5][CH:4]=[CH:3][C:2]=1[NH:7][C:8]([O:9][CH:10]1[CH2:15][CH2:14][N:13]([CH2:16][CH2:17][N:18]([CH3:27])[C:19](=[O:26])[CH2:20][CH2:21][CH2:22][CH2:23][CH2:24][NH:35][C:36]2[CH:37]=[C:38]([CH:46]=[CH:47][CH:48]=2)[C:39]([O:41][C:42]([CH3:44])([CH3:45])[CH3:43])=[O:40])[CH2:12][CH2:11]1)=[O:28] |f:2.3,4.5|. Procedure details: The compound (100 mg, 0.215 mmol) obtained in Example 4g was dissolved in ethanol (6 mL), tert-butyl 3-aminobenzoate (54 mg, 0.279 mmol) and sodium triacetoxyborohydride (59 mg, 0.279 mmol) were added under ice cooling, and the mixture was stirred at room temperature under a nitrogen atmosphere for 16 hours. After the reaction was completed, a saturated aqueous sodium hydrogencarbonate solution was added, and ethyl acetate was further added to separate the layers. The organic layer was separated... Starting materials: [C-]#N, CC(C)(C)OC(=O)NC(CCCCN(CC(O)CCl)C(=O)OCc1ccccc1)C(=O)OC(C)(C)C, [K+], C1COCCOCCOCCOCCOCCO1. The product is CC(C)(C)OC(=O)NC(CCCCN(CC(O)CC#N)C(=O)OCc1ccccc1)C(=O)OC(C)(C)C. As a reaction SMILES: [C-:37]#[N:38].[C:1]([CH3:2])([CH3:3])([CH3:4])[O:5][C:6]([CH:7]([CH2:8][CH2:9][CH2:10][CH2:11][N:12]([CH2:13][CH:14]([CH2:15][Cl:16])[OH:17])[C:18](=[O:19])[O:20][CH2:21][c:22]1[cH:23][cH:24][cH:25][cH:26][cH:27]1)[NH:28][C:29](=[O:30])[O:31][C:32]([CH3:33])([CH3:34])[CH3:35])=[O:36].[K+:39].[O:40]1[CH2:41][CH2:42][O:43][CH2:44][CH2:45][O:46][CH2:47][CH2:48][O:49][CH2:50][CH2:51][O:52][CH2:53][CH2:54][O:55][CH2:56][CH2:57]1>>[C:1]([CH3:2])([CH3:3])([CH3:4])[O:5][C:6]([CH:7]([CH2:8][CH2:9][CH2:10][CH2:11][N:12]([CH2:13][CH:14]([CH2:15][C:37]#[N:38])[OH:17])[C:18](=[O:19])[O:20][CH2:21][c:22]1[cH:23][cH:24][cH:25][cH:26][cH:27]1)[NH:28][C:29](=[O:30])[O:31][C:32]([CH3:33])([CH3:34])[CH3:35])=[O:36].